From a dataset of the Open Reaction Database (ORD), a public repository of structured organic reaction records. describe an organic reaction: reactants, conditions, products, and yield Starting materials: C(C(C)(C)C)(=O)N1CCC(CC1)C(=O)OCC (Ethyl 1-pivaloylpiperidine-4-carboxylate), [H-].[Al+3].[Li+].[H-].[H-].[H-] (Lithium aluminum hydride). The solvent is O1CCCC1 (tetrahydrofuran). Conditions: temperature 0 celsius, time 24 hour. Product: C(C(C)(C)C)N1CCC(CC1)CO ((1-neopentylpiperidin-4-yl)methanol). Isolated yield 88.5%. Reaction SMILES: [C:1]([N:7]1[CH2:12][CH2:11][CH:10]([C:13](OCC)=[O:14])[CH2:9][CH2:8]1)(=O)[C:2]([CH3:5])([CH3:4])[CH3:3].[H-].[Al+3].[Li+].[H-].[H-].[H-]>O1CCCC1>[CH2:1]([N:7]1[CH2:12][CH2:11][CH:10]([CH2:13][OH:14])[CH2:9][CH2:8]1)[C:2]([CH3:5])([CH3:4])[CH3:3] |f:1.2.3.4.5.6|. Procedure details: 20a (29.5 g, 122 mmol) was dissolved in 200 mL of tetrahydrofuran and cooled to 0° C. Lithium aluminum hydride (s) (10.6 g, 279 mmol) was added slowly and the reaction was allowed to warm to rt and stirred for 24 h. The reaction was quenched by slow addition of sodium sulfate hydrated crystals (Na2SO4.10H2O) until there was no bubbling on addition followed by 20 mL of water. The mixture was filtered through Celite®, and the Celite® washed with diethyl ether. The solvent was removed from the filt... Starting materials: C(C)(=O)OCC (ethyl acetate), O (water), COC(C(CCS(=O)(=O)[O-])C(OC)OC)OC ([2-(dimethoxymethyl)-3,3-dimethoxypropyl]methanesulfonate), CC#N (MeCN). Reagents/catalysts: [C-]#N.C(C)[N+](CC)(CC)CC (Tetraethylammonium cyanide). Run at time 72 hour. Yields the product COC(C(CC#N)C(OC)OC)OC (3-(dimethoxymethyl)-4,4-dimethoxybutanenitrile). As a reaction SMILES: [CH3:1][O:2][CH:3]([O:16][CH3:17])[CH:4]([CH:11]([O:14][CH3:15])[O:12][CH3:13])[CH2:5][CH2:6]S([O-])(=O)=O.C(OCC)(=O)C.O.CC#[N:27]>[C-]#N.C([N+](CC)(CC)CC)C>[CH3:1][O:2][CH:3]([O:16][CH3:17])[CH:4]([CH:11]([O:14][CH3:15])[O:12][CH3:13])[CH2:5][C:6]#[N:27] |f:4.5|. Procedure details: Tetraethylammonium cyanide (142.3 g, 910.8 mmol) was added portionwise over 10 minutes to a solution of [2-(dimethoxymethyl)-3,3-dimethoxypropyl]methanesulfonate (124 g, 455.4 mmol) in MeCN (1.24 L). The reaction mixture was stirred at room temperature for 72 h, then portioned between ethyl acetate (1.24 L) and water (1.24 L). The layers were separated and the organic layer was isolated, washed with brine. The organics were dried over MgSO4, filtered and evaporated to give 3-(dimethoxymethyl)-4,...